Dataset: the Open Reaction Database (ORD), a public repository of structured organic reaction records. Task: describe an organic reaction: reactants, conditions, products, and yield The reactants are IC1=C(C(=NC=C1)OC)COCOC (4-Iodo-2-methoxy-3-methoxymethoxymethylpyridine), hexanes ethyl acetate, crude product, [Li+].[Cl-] (LiCl), C(CCC)[Sn](/C(=C/C(=O)OCC)/CC)(CCCC)CCCC (ethyl (E)-3-(tributylstannyl)-2-pentenoate). Reagents/catalysts: C=1C=CC(=CC1)[P](C=2C=CC=CC2)(C=3C=CC=CC3)[Pd]([P](C=4C=CC=CC4)(C=5C=CC=CC5)C=6C=CC=CC6)([P](C=7C=CC=CC7)(C=8C=CC=CC8)C=9C=CC=CC9)[P](C=1C=CC=CC1)(C=1C=CC=CC1)C=1C=CC=CC1 (Pd(PPh3)4), Cl[Cu] (CuCl). Solvent: CS(=O)C (DMSO). Reaction conditions: time 24 hour. Product: C(C)OC(C=C(CC)C1=C(C(=NC=C1)OC)COCOC)=O (3-(2-Methoxy-3-methoxymethoxymethyl-pyridin-4-yl)pent-2-enoic acid ethyl ester). The yield is 82.1%. RXN SMILES: I[C:2]1[CH:7]=[CH:6][N:5]=[C:4]([O:8][CH3:9])[C:3]=1[CH2:10][O:11][CH2:12][O:13][CH3:14].[Li+].[Cl-].C([Sn](CCCC)(CCCC)/[C:22](/[CH2:29][CH3:30])=[CH:23]/[C:24]([O:26][CH2:27][CH3:28])=[O:25])CCC>CS(C)=O.Cl[Cu].C1C=CC([P]([Pd]([P](C2C=CC=CC=2)(C2C=CC=CC=2)C2C=CC=CC=2)([P](C2C=CC=CC=2)(C2C=CC=CC=2)C2C=CC=CC=2)[P](C2C=CC=CC=2)(C2C=CC=CC=2)C2C=CC=CC=2)(C2C=CC=CC=2)C2C=CC=CC=2)=CC=1>[CH2:27]([O:26][C:24](=[O:25])[CH:23]=[C:22]([C:2]1[CH:7]=[CH:6][N:5]=[C:4]([O:8][CH3:9])[C:3]=1[CH2:10][O:11][CH2:12][O:13][CH3:14])[CH2:29][CH3:30])[CH3:28] |f:1.2,^1:48,50,69,88|. Procedure: Following the procedure in Example 3, the reaction was carried out with 3b (1.0 g, 3.23 mmol), LiCl, predried under vacuum at 120° C. for a period of 24 h (0.82 g, 19.4 mmol), CuCl (1.60 g, 16.2 mmol), Pd(PPh3)4 (0.19 g, 0.16 mmol) and ethyl (E)-3-(tributylstannyl)-2-pentenoate (1.62 g, 3.88 mmol) in dry DMSO (35 mL). The crude product was subjected to flash chromatography (hexanes/ethyl acetate 95:5) to afford 4b as a yellow oil (0.82 g, 82%). IR (CH2Cl2, NaCl,cm−1) 2982, 1713, 1640, 1593, 1560... Starting materials: BrCc1ccccc1, CC(C)=O, [K+], [K+], CN1OC2(CC(c3ccccc3)Oc3ccc(O)cc32)N=C1N, O=C([O-])[O-]. Yields the product CN1OC2(CC(c3ccccc3)Oc3ccc(OCc4ccccc4)cc32)N=C1N. Reaction SMILES: [Br:24][CH2:25][c:26]1[cH:27][cH:28][cH:29][cH:30][cH:31]1.[CH3:38][C:39](=[O:40])[CH3:41].[K+:32].[K+:33].[NH2:1][C:2]1=[N:22][C:5]2([O:4][N:3]1[CH3:23])[CH2:6][CH:7]([c:16]1[cH:17][cH:18][cH:19][cH:20][cH:21]1)[O:8][c:9]1[cH:10][cH:11][c:12]([OH:15])[cH:13][c:14]12.[O-:34][C:35]([O-:36])=[O:37]>>[NH2:1][C:2]1=[N:22][C:5]2([O:4][N:3]1[CH3:23])[CH2:6][CH:7]([c:16]1[cH:17][cH:18][cH:19][cH:20][cH:21]1)[O:8][c:9]1[cH:10][cH:11][c:12]([O:15][CH2:25][c:26]3[cH:27][cH:28][cH:29][cH:30][cH:31]3)[cH:13][c:14]12. Starting materials: [OH-].[K+] (potassium hydroxide), O.NN (hydrazine monohydrate), CC(C(=O)C=1SC=CC1)C (2-methyl-1-thiophen-2-yl-propan-1-one). Solvent: O (water), C(COCCO)O (diethylene glycol). Conditions: temperature 180 celsius, time 2 hour. The product is C(C(C)C)C=1SC=CC1 (2-Isobutyl-thiophene). Reaction SMILES: [OH-].[K+].O.NN.[CH3:6][CH:7]([CH3:15])[C:8]([C:10]1[S:11][CH:12]=[CH:13][CH:14]=1)=O>C(O)COCCO.O>[CH2:8]([C:10]1[S:11][CH:12]=[CH:13][CH:14]=1)[CH:7]([CH3:15])[CH3:6] |f:0.1,2.3|. Procedure: To a mixture of potassium hydroxide (2.24 g, 40 mmol) and hydrazine monohydrate (3.0 g, 60 mmol) in diethylene glycol (25 ml) was added 2-methyl-1-thiophen-2-yl-propan-1-one (1.54 g, 10 mmol). The combined mixture was heated at 180° C. for 1 h and then at 210° C. for a further 2 h. The mixture was cooled to rt and diluted with water (100 ml) and extracted with diethyl ether (3×). The combined organic extracts were washed with water, brine, dried (Na2SO4), filtered and concentrated under reduced ... The reactants are O=C([O-])[O-], CC(=O)[O-], CC(=O)[O-], Cc1cc(N)n(-c2ccncc2)n1, CN(C)C=O, O=C(O)c1cc(F)c(F)cc1Cl, Cl, [Cu+2], [K+], [K+], O. Yields the product Cc1cc(Nc2cc(F)c(F)cc2C(=O)O)n(-c2ccncc2)n1. RXN SMILES: [C:26](=[O:27])([O-:28])[O-:29].[C:38]([O-:39])(=[O:40])[CH3:41].[C:43]([O-:44])(=[O:45])[CH3:46].[CH3:1][c:2]1[n:3][n:4](-[c:8]2[cH:9][cH:10][n:11][cH:12][cH:13]2)[c:5]([NH2:7])[cH:6]1.[CH3:33][N:34]([CH3:35])[CH:36]=[O:37].[Cl:14][c:15]1[c:16]([C:17](=[O:18])[OH:19])[cH:20][c:21]([F:25])[c:22]([F:24])[cH:23]1.[ClH:32].[Cu+2:42].[K+:30].[K+:31].[OH2:47]>>[CH3:1][c:2]1[n:3][n:4](-[c:8]2[cH:9][cH:10][n:11][cH:12][cH:13]2)[c:5]([NH:7][c:15]2[c:16]([C:17](=[O:18])[OH:19])[cH:20][c:21]([F:25])[c:22]([F:24])[cH:23]2)[cH:6]1. Reactants: CCOCCl, C1CCOC1, C[Si](C)(C)[N-][Si](C)(C)C, [K+], COC(=O)c1cccc2[nH]ccc12. Product: CCOCn1ccc2c(C(=O)OC)cccc21. RXN SMILES: [CH2:24]([CH3:25])[O:26][CH2:27][Cl:28].[CH2:29]1[O:30][CH2:31][CH2:32][CH2:33]1.[CH3:14][Si:15]([CH3:16])([CH3:17])[N-:18][Si:19]([CH3:20])([CH3:21])[CH3:22].[K+:23].[nH:1]1[cH:2][cH:3][c:4]2[c:5]([C:10](=[O:11])[O:12][CH3:13])[cH:6][cH:7][cH:8][c:9]12>>[n:1]1([CH2:27][O:26][CH2:24][CH3:25])[cH:2][cH:3][c:4]2[c:5]([C:10](=[O:11])[O:12][CH3:13])[cH:6][cH:7][cH:8][c:9]12. Starting materials: crude product, C(CC)C=1NC(=C(C1)CCC)C(=O)OCC (2,4-di-n-propyl-5-carbethoxypyrrole), C=O (paraformaldehyde). Yields the product C(CC)C=1NC(=C(C1C)CCC)C(=O)OCC (2,4-Di-n-propyl-3-methyl-5-carbethoxypyrrole). As a reaction SMILES: [CH2:1]([C:4]1[NH:5][C:6]([C:12]([O:14][CH2:15][CH3:16])=[O:13])=[C:7]([CH2:9][CH2:10][CH3:11])[CH:8]=1)[CH2:2][CH3:3].[CH2:17]=O>>[CH2:1]([C:4]1[NH:5][C:6]([C:12]([O:14][CH2:15][CH3:16])=[O:13])=[C:7]([CH2:9][CH2:10][CH3:11])[C:8]=1[CH3:17])[CH2:2][CH3:3]. Procedure details: The crude product, obtained as in Example 74 but using 2,4-di-n-propyl-5-carbethoxypyrrole and paraformaldehyde, was extracted with ether then sublimed (65° C. 1 × 10-4 mm), m.p. 78°-80° C. (17%). Reactants: ClC1=CC(=C(CN2N=CC3=CC(=CC=C23)\C=C/2\C(N(C(S2)=O)C[C@@H]2CNCCO2)=O)C=C1)C(F)(F)F ((5Z)-5-({1-[4-chloro-2-(trifluoromethyl)benzyl]-1H-indazol-5-yl}methylidene)-3-[(2S)-morpholin-2-ylmethyl]1,3-thiazolidine-2,4-dione), COCCBr (2-bromoethyl methyl ether). Product: ClC1=CC(=C(CN2N=CC3=CC(=CC=C23)\C=C/2\C(N(C(S2)=O)C[C@@H]2CN(CCO2)CCOC)=O)C=C1)C(F)(F)F ((5Z)-5-({1-[4-Chloro-2-(trifluoromethyl)benzyl]-1H-indazol-5-yl}methylidene)-3-{[(2S)-4-(2-methoxyethyl)morpholin-2-yl]methyl}-1,3-thiazolidine-2,4-dione). Reaction SMILES: [Cl:1][C:2]1[CH:32]=[CH:31][C:5]([CH2:6][N:7]2[C:15]3[C:10](=[CH:11][C:12](/[CH:16]=[C:17]4/[C:18](=[O:30])[N:19]([CH2:23][C@H:24]5[O:29][CH2:28][CH2:27][NH:26][CH2:25]5)[C:20](=[O:22])[S:21]/4)=[CH:13][CH:14]=3)[CH:9]=[N:8]2)=[C:4]([C:33]([F:36])([F:35])[F:34])[CH:3]=1.[CH3:37][O:38][CH2:39][CH2:40]Br>>[Cl:1][C:2]1[CH:32]=[CH:31][C:5]([CH2:6][N:7]2[C:15]3[C:10](=[CH:11][C:12](/[CH:16]=[C:17]4/[C:18](=[O:30])[N:19]([CH2:23][C@H:24]5[O:29][CH2:28][CH2:27][N:26]([CH2:40][CH2:39][O:38][CH3:37])[CH2:25]5)[C:20](=[O:22])[S:21]/4)=[CH:13][CH:14]=3)[CH:9]=[N:8]2)=[C:4]([C:33]([F:36])([F:35])[F:34])[CH:3]=1. Reported procedure: (5Z)-5-({1-[4-Chloro-2-(trifluoromethyl)benzyl]-1H-indazol-5-yl}methylidene)-3-{[(2S)-4-(2-methoxyethyl)morpholin-2-yl]methyl}-1,3-thiazolidine-2,4-dione was prepared from (5Z)-5-({1-[4-chloro-2-(trifluoromethyl)benzyl]-1H-indazol-5-yl}methylidene)-3-[(2S)-morpholin-2-ylmethyl]1,3-thiazolidine-2,4-dione (Example 183) and 2-bromoethyl methyl ether following General Procedure S.